From a dataset of the Open Reaction Database (ORD), a public repository of structured organic reaction records. describe an organic reaction: reactants, conditions, products, and yield Reported procedure: To a mixture of {8-(3,4-dichlorophenyl)-3-[3-methoxy-4-(2-methyl-1,3-oxazol-5-yl)phenyl]-5,6,7,8-tetrahydro[1,2,4]triazolo[4,3-a]pyridin-8-yl}methanol (178 mg) in pyridine (3 mL) was added 4-methylbenzenesulfonyl chloride under ice-cooling, and the mixture was stirred at room temperature for 4 hr. 4-Methylbenzenesulfonyl chloride (84 mg) was further added, and the mixture was stirred at room temperature for 2 hr, and at 50° C. overnight. Water was added to the reaction mixture, and the precipita... Reaction conditions: time 4 hour. The reactants are O (Water), ClC=1C=C(C=CC1Cl)C1(C=2N(CCC1)C(=NN2)C2=CC(=C(C=C2)C2=CN=C(O2)C)OC)CO ({8-(3,4-dichlorophenyl)-3-[3-methoxy-4-(2-methyl-1,3-oxazol-5-yl)phenyl]-5,6,7,8-tetrahydro[1,2,4]triazolo[4,3-a]pyridin-8-yl}methanol), CC1=CC=C(C=C1)S(=O)(=O)Cl (4-Methylbenzenesulfonyl chloride), CC1=CC=C(C=C1)S(=O)(=O)Cl (4-methylbenzenesulfonyl chloride). Run in N1=CC=CC=C1 (pyridine). The product is CC1=CC=C(C=C1)S(=O)(=O)OCC1(C=2N(CCC1)C(=NN2)C2=CC(=C(C=C2)C2=CN=C(O2)C)OC)C2=CC(=C(C=C2)Cl)Cl ({8-(3,4-dichlorophenyl)-3-[3-methoxy-4-(2-methyl-1,3-oxazol-5-yl)phenyl]-5,6,7,8-tetrahydro[1,2,4]triazolo[4,3-a]pyridin-8-yl}methyl 4-methylbenzenesulfonate). RXN SMILES: [Cl:1][C:2]1[CH:3]=[C:4]([C:9]2([CH2:32][OH:33])[CH2:14][CH2:13][CH2:12][N:11]3[C:15]([C:18]4[CH:23]=[CH:22][C:21]([C:24]5[O:28][C:27]([CH3:29])=[N:26][CH:25]=5)=[C:20]([O:30][CH3:31])[CH:19]=4)=[N:16][N:17]=[C:10]23)[CH:5]=[CH:6][C:7]=1[Cl:8].[CH3:34][C:35]1[CH:40]=[CH:39][C:38]([S:41](Cl)(=[O:43])=[O:42])=[CH:37][CH:36]=1.O>N1C=CC=CC=1>[CH3:34][C:35]1[CH:40]=[CH:39][C:38]([S:41]([O:33][CH2:32][C:9]2([C:4]3[CH:5]=[CH:6][C:7]([Cl:8])=[C:2]([Cl:1])[CH:3]=3)[CH2:14][CH2:13][CH2:12][N:11]3[C:15]([C:18]4[CH:23]=[CH:22][C:21]([C:24]5[O:28][C:27]([CH3:29])=[N:26][CH:25]=5)=[C:20]([O:30][CH3:31])[CH:19]=4)=[N:16][N:17]=[C:10]23)(=[O:43])=[O:42])=[CH:37][CH:36]=1. The reactants are C(#N)C1(CC1)C=1C=C(C(=O)O)C=CC1 (3-(1-cyanocyclopropyl)benzoic acid), C(C(=O)Cl)(=O)Cl (oxalyl chloride), CN(C=O)C (N,N-dimethylformamide), NC=1C=C(OC2=C(C3=C(N=C(S3)NC(=O)C3CC3)C=C2)C#N)C=CC1F (N-[6-(3-Amino-4-fluorophenoxy)-7-cyano-1,3-benzothiazol-2-yl]cyclopropanecarboxamide). The solvent is O1CCCC1 (tetrahydrofuran), C(C)(=O)OCC (ethyl acetate). Reaction conditions: time 1 hour. Product: C(#N)C1(CC1)C=1C=C(C(=O)NC2=C(C=CC(=C2)OC2=C(C3=C(N=C(S3)NC(=O)C3CC3)C=C2)C#N)F)C=CC1 (3-(1-cyanocyclopropyl)-N-[5-({7-cyano-2-[(cyclopropylcarbonyl)amino]-1,3-benzothiazol-6-yl}oxy)-2-fluorophenyl] benzamide). Isolated yield 86.0%. Reaction SMILES: [C:1]([C:3]1([C:6]2[CH:7]=[C:8]([CH:12]=[CH:13][CH:14]=2)[C:9]([OH:11])=O)[CH2:5][CH2:4]1)#[N:2].C(Cl)(=O)C(Cl)=O.CN(C)C=O.[NH2:26][C:27]1[CH:28]=[C:29]([CH:48]=[CH:49][C:50]=1[F:51])[O:30][C:31]1[CH:45]=[CH:44][C:34]2[N:35]=[C:36]([NH:38][C:39]([CH:41]3[CH2:43][CH2:42]3)=[O:40])[S:37][C:33]=2[C:32]=1[C:46]#[N:47]>O1CCCC1.C(OCC)(=O)C>[C:1]([C:3]1([C:6]2[CH:7]=[C:8]([CH:12]=[CH:13][CH:14]=2)[C:9]([NH:26][C:27]2[CH:28]=[C:29]([O:30][C:31]3[CH:45]=[CH:44][C:34]4[N:35]=[C:36]([NH:38][C:39]([CH:41]5[CH2:43][CH2:42]5)=[O:40])[S:37][C:33]=4[C:32]=3[C:46]#[N:47])[CH:48]=[CH:49][C:50]=2[F:51])=[O:11])[CH2:4][CH2:5]1)#[N:2]. Reported procedure: To a solution of 3-(1-cyanocyclopropyl)benzoic acid (51 mg, 0.272 mmol) in tetrahydrofuran (1.5 ml) were added oxalyl chloride (29 μL, 0.340 mmol) and N,N-dimethylformamide (15 μL), and the mixture was stirred at room temperature for 1 hr. The reaction mixture was concentrated under reduced pressure, and the residue was dissolved in N,N-dimethylacetamide (2 mL). N-[6-(3-Amino-4-fluorophenoxy)-7-cyano-1,3-benzothiazol-2-yl]cyclopropanecarboxamide (84 mg, 0.227 mmol) produced in Example 30(vi) was...